This data is from the Open Reaction Database (ORD), a public repository of structured organic reaction records. The task is: describe an organic reaction: reactants, conditions, products, and yield The reactants are [OH-].[NH4+] (ammonium hydroxide), N1=C(C(=CC=C1)N)N (2,3-pyridinediamine), ClCC1=CC=C(C=C1)F (1-(chloromethyl)-4-fluorobenzene). The solvent is ClC(Cl)Cl (Trichloromethane). Conditions: temperature 120 celsius, time 8 hour. Product: FC1=CC=C(C=C1)CC1=C(C(=NC=C1)N)N ([(4-fluorophenyl)methyl]-2,3-pyridinediamine), intermediate 18. RXN SMILES: [N:1]1[CH:6]=[CH:5][CH:4]=[C:3]([NH2:7])[C:2]=1[NH2:8].Cl[CH2:10][C:11]1[CH:16]=[CH:15][C:14]([F:17])=[CH:13][CH:12]=1.[OH-].[NH4+]>ClC(Cl)Cl>[F:17][C:14]1[CH:15]=[CH:16][C:11]([CH2:10][C:4]2[CH:5]=[CH:6][N:1]=[C:2]([NH2:8])[C:3]=2[NH2:7])=[CH:12][CH:13]=1 |f:2.3|. Procedure details: A mixture of 3 parts of 2,3-pyridinediamine and 4 parts of 1-(chloromethyl)-4-fluorobenzene was stirred overnight at 120° C. Trichloromethane and a dilute ammonium hydroxide solution were added and the product was extracted. The organic phase was washed with water, dried, filtered and evaporated. The residue was purified by column-chromatography over silica gel using a mixture of trichloromethane and methanol (90:10 by volume) as eluent. The second fraction was collected and the eluent was evapo... The reactants are C(C(C)C)N1C2=NC(=NC(=C2N=C1N1CCNCC1)N1CCOCC1)C=1C=NC(=NC1)N (5-(9-Isobutyl-6-morpholin-4-yl-8-piperazin-1-yl-9H-purin-2-yl)pyrimidin-2-amine), Cl.C(C)N=C=NCCCN(C)C (1-ethyl-3-(3-dimethylaminopropyl)-carbodiimide hydrochloride), ON1N=NC2=C1C=CC=C2 (1-hydroxybenzotriazole), OC(CC(=O)O)(C)C (3-hydroxy-3-methylbutanoic acid). The solvent is CN(C=O)C (dimethylformamide). Run at time 16 hour. Yields the product NC1=NC=C(C=N1)C1=NC(=C2N=C(N(C2=N1)CC(C)C)N1CCN(CC1)C(CC(C)(O)C)=O)N1CCOCC1 (4-{4-[2-(2-Aminopyrimidin-5-yl)-9-isobutyl-6-morpholin-4-yl-9H-purin-8-yl]piperazin-1-yl}-2-methyl-4-oxobutan-2-ol). The yield is 67.5%. RXN SMILES: [CH2:1]([N:5]1[C:13]([N:14]2[CH2:19][CH2:18][NH:17][CH2:16][CH2:15]2)=[N:12][C:11]2[C:6]1=[N:7][C:8]([C:26]1[CH:27]=[N:28][C:29]([NH2:32])=[N:30][CH:31]=1)=[N:9][C:10]=2[N:20]1[CH2:25][CH2:24][O:23][CH2:22][CH2:21]1)[CH:2]([CH3:4])[CH3:3].Cl.C(N=C=NCCCN(C)C)C.ON1C2C=CC=CC=2N=N1.[OH:55][C:56]([CH3:62])([CH3:61])[CH2:57][C:58](O)=[O:59]>CN(C)C=O>[NH2:32][C:29]1[N:30]=[CH:31][C:26]([C:8]2[N:7]=[C:6]3[C:11]([N:12]=[C:13]([N:14]4[CH2:19][CH2:18][N:17]([C:58](=[O:59])[CH2:57][C:56]([CH3:62])([OH:55])[CH3:61])[CH2:16][CH2:15]4)[N:5]3[CH2:1][CH:2]([CH3:4])[CH3:3])=[C:10]([N:20]3[CH2:25][CH2:24][O:23][CH2:22][CH2:21]3)[N:9]=2)=[CH:27][N:28]=1 |f:1.2|. Procedure: 5-(9-Isobutyl-6-morpholin-4-yl-8-piperazin-1-yl-9H-purin-2-yl)pyrimidin-2-amine (150 mg, 0.33 mmol), 1-ethyl-3-(3-dimethylaminopropyl)-carbodiimide hydrochloride (128 mg, 0.67 mmol), 1-hydroxybenzotriazole (45 mg, 0.33 mmol), and 3-hydroxy-3-methylbutanoic acid (79 mg, 0.67 mmol) were dissolved in dimethylformamide (5 ml) and the resulting mixture was stirred for 16 hours. The solvent was evaporated under reduced pressure and the residue was purified by preparative HPLC (column, NOMURA Develosil... The reactants are [C-]#N.[K+] (potassium cyanide), C(CO)O.O (ethylene glycol water), C(=O)=O (dry ice), S1C=NC2=C1C=C(C=C2)CO (1,3-benzothiazol-6-ylmethanol). The solvent is O (Water), O (water), CN(C)C=O (DMF). Run at temperature 0 celsius, time 30 minute. Product: S1C=NC2=C1C=C(C=C2)CC#N (1,3-Benzothiazol-6-ylacetonitrile). RXN SMILES: [C-:1]#[N:2].[K+].C(O)CO.O.C(=O)=O.[S:12]1[C:16]2[CH:17]=[C:18]([CH2:21]O)[CH:19]=[CH:20][C:15]=2[N:14]=[CH:13]1>O.CN(C=O)C>[S:12]1[C:16]2[CH:17]=[C:18]([CH2:21][C:1]#[N:2])[CH:19]=[CH:20][C:15]=2[N:14]=[CH:13]1 |f:0.1,2.3|. Procedure: A solution of potassium cyanide (0.68 g, 0.010 mol) in water (3.0 mL) was added under nitrogen to a cooled (with an ethylene glycol/water (4/1)/dry ice bath) solution of 1,3-benzothiazol-6-ylmethanol in DMF (30 mL). The reaction mixture was warmed to 0° C., and stirred for 30 min. Water was added and the reaction mixture was extracted with DCM. The organic layer was washed with brine, dried over Na2SO4, filtered, and concentrated under reduced pressure. The residue was flash chromatographed on a... Reactants: C(C)(=O)OCC (ethyl acetate), O (water), C(=O)(C(F)(F)F)O (TFA), ClC=1C=C(OC2=CC=C(C(=O)N)C=C2)C=C(C1C[C@H]1C(N(CC1)N1CCC(CC1)O[Si](C(C)C)(C(C)C)C(C)C)=O)Cl ((R)-4-{3,5-dichloro-4-[2-oxo-1-(4-triisopropylsilanyloxy-piperidin-1-yl)-pyrrolidin-3-ylmethyl]-phenoxy}-benzamide). Solvent: C1CCOC1 (THF). Conditions: time 12 hour. Yields the product ClC=1C=C(OC2=CC=C(C(=O)N)C=C2)C=C(C1C[C@H]1C(N(CC1)N1CCC(CC1)O)=O)Cl ((R)-4-{3,5-Dichloro-4-[1-(4-hydroxy-piperidin-1-yl)-2-oxo-pyrrolidin-3-ylmethyl]-phenoxy}-benzamide). Isolated yield 99.8%. Reaction SMILES: O.C(O)(C(F)(F)F)=O.[Cl:9][C:10]1[CH:11]=[C:12]([CH:23]=[C:24]([Cl:50])[C:25]=1[CH2:26][C@@H:27]1[CH2:31][CH2:30][N:29]([N:32]2[CH2:37][CH2:36][CH:35]([O:38][Si](C(C)C)(C(C)C)C(C)C)[CH2:34][CH2:33]2)[C:28]1=[O:49])[O:13][C:14]1[CH:22]=[CH:21][C:17]([C:18]([NH2:20])=[O:19])=[CH:16][CH:15]=1.C(OCC)(=O)C>C1COCC1>[Cl:9][C:10]1[CH:11]=[C:12]([CH:23]=[C:24]([Cl:50])[C:25]=1[CH2:26][C@@H:27]1[CH2:31][CH2:30][N:29]([N:32]2[CH2:37][CH2:36][CH:35]([OH:38])[CH2:34][CH2:33]2)[C:28]1=[O:49])[O:13][C:14]1[CH:22]=[CH:21][C:17]([C:18]([NH2:20])=[O:19])=[CH:16][CH:15]=1. Procedure details: Add water (6 mL) and TFA (2 mL) to (R)-4-{3,5-dichloro-4-[2-oxo-1-(4-triisopropylsilanyloxy-piperidin-1-yl)-pyrrolidin-3-ylmethyl]-phenoxy}-benzamide (0.21 g) in THF (6 mL). Stir the mixture at room temperature for 12 hours. Dilute the reaction with ethyl acetate and wash with sodium bicarbonate (sat. solution), separate the organic layer, dry over sodium sulfate, filter and concentrate. Purify the residue on silica gel column by using ethyl acetate first, then switch to 5% methanol in dichlorom... Starting materials: CN1C(=NC2=C1C=CC(=C2)C(=O)O)NC=2SC1=C(N2)C=CC(=C1)OC(F)(F)F (1-methyl-2-(6-trifluoromethoxy-benzothiazol-2-ylamino)-1H-benzoimidazole-5-carboxylic acid), CCN(C(C)C)C(C)C (DIEA), C(C)N (ethylamine), C=1C=CC(=CC1)P(=O)(C=2C=CC=CC2)N=[N+]=[N-] (DPPA). Yields the product C(C)NC(=O)C1=CC2=C(N(C(=N2)NC=2SC3=C(N2)C=CC(=C3)OC(F)(F)F)C)C=C1 (1-Methyl-2-(6-trifluoromethoxy-benzothiazol-2-ylamino)-1H-benzoimidazole-5-carboxylic acid ethylamide). As a reaction SMILES: [CH3:1][N:2]1[C:6]2[CH:7]=[CH:8][C:9]([C:11](O)=[O:12])=[CH:10][C:5]=2[N:4]=[C:3]1[NH:14][C:15]1[S:16][C:17]2[CH:23]=[C:22]([O:24][C:25]([F:28])([F:27])[F:26])[CH:21]=[CH:20][C:18]=2[N:19]=1.[CH2:29]([NH2:31])[CH3:30].C1C=CC(P(N=[N+]=[N-])(C2C=CC=CC=2)=O)=CC=1.CCN(C(C)C)C(C)C>>[CH2:29]([NH:31][C:11]([C:9]1[CH:8]=[CH:7][C:6]2[N:2]([CH3:1])[C:3]([NH:14][C:15]3[S:16][C:17]4[CH:23]=[C:22]([O:24][C:25]([F:27])([F:26])[F:28])[CH:21]=[CH:20][C:18]=4[N:19]=3)=[N:4][C:5]=2[CH:10]=1)=[O:12])[CH3:30]. Procedure: 1-Methyl-2-(6-trifluoromethoxy-benzothiazol-2-ylamino)-1H-benzoimidazole-5-carboxylic acid ethylamide (17 mg) was prepared by following General Procedure N starting from 1-methyl-2-(6-trifluoromethoxy-benzothiazol-2-ylamino)-1H-benzoimidazole-5-carboxylic acid (100 mg), ethylamine (2 M in THF, 123 uL), DPPA (53 uL), and DIEA (43 uL). LC/MS: 436.9 m/z (M+1)+. 1H NMR (DMSO-d6, 400 MHz): δ 8.43 (s, 1H), 8.07 (s, 1H), 7.89 (s, 1H), 7.79-7.65 (m, 2H), 7.46 (d, 1H), 7.35 (s, 1H), 3.62 (bs, 3H), 3.30-3... Starting materials: CC1(NC(C2=C(N1)C=C(S2)C=2C=NNC2)=O)C (2,2-dimethyl-6-(1H-pyrazol-4-yl)-2,3-dihydrothieno[3,2-d]pyrimidin-4(1H)-one), BrBr (bromine), CC(=O)C (acetone), CC=1C=CC(=CC1)S(=O)(=O)O (PTSA), [O-]S(=O)(=O)[O-].[Mg+2] (MgSO4), C(=O)(O)[O-].[Na+] (NaHCO3), C(=O)(O)[O-].[Na+] (NaHCO3). The solvent is C(C)(=O)O (acetic acid), CN(C)C=O (DMF). Conditions: temperature 60 celsius, time 3 minute. Yields the product BrC1=C(SC2=C1NC(NC2=O)(C)C)C=2C=NNC2 (7-bromo-2,2-dimethyl-6-(1H-pyrazol-4-yl)-2,3-dihydrothieno[3,2-d]pyrimidin-4(1H)-one). The yield is 30.6%. As a reaction SMILES: [CH3:1][C:2]1([CH3:17])[NH:7][C:6]2[CH:8]=[C:9]([C:11]3[CH:12]=[N:13][NH:14][CH:15]=3)[S:10][C:5]=2[C:4](=[O:16])[NH:3]1.[Br:18]Br.C([O-])(O)=O.[Na+].CC(C)=O.CC1C=CC(S(O)(=O)=O)=CC=1.[O-]S([O-])(=O)=O.[Mg+2]>C(O)(=O)C.CN(C=O)C>[Br:18][C:8]1[C:6]2[NH:7][C:2]([CH3:17])([CH3:1])[NH:3][C:4](=[O:16])[C:5]=2[S:10][C:9]=1[C:11]1[CH:15]=[N:14][NH:13][CH:12]=1 |f:2.3,6.7|. Procedure details: To a solution of 2,2-dimethyl-6-(1H-pyrazol-4-yl)-2,3-dihydrothieno[3,2-d]pyrimidin-4(1H)-one (248 mg, 1.00 mmol) in acetic acid (5 mL) was added slowly bromine (0.077 mL, 1.50 mmol) with vigorous stirring. After 3 min, the mixture was poured into saturated aqueous NaHCO3 and extracted with EtOAc, and the extract was dried over MgSO4, filtered and concentrated under reduced pressure to give a yellow solid. This residue was mixed with acetone (5.0 mL, 68.1 mmol), PTSA (9.5 mg, 0.050 mmol), MgSO4 ... The reactants are ClC=1C=C(OCC(CNC(CO[Si](C)(C)C(C)(C)C)(C)C)O)C=CC1 (1-(3-chlorophenoxymethyl)-2-(2-t-butyldimethylsilyloxy-1,1-dimethylethylamino)ethanol), N,N'-carbonyldiimidazole, CN(C=O)C (dimethylformamide). Yields the product [Si](C)(C)(C(C)(C)C)OCC(C)(C)N1C(OC(C1)COC1=CC(=CC=C1)Cl)=O (3-(2-t-Butyldimethylsilyloxy-1,1-dimethylethyl)-5-(3-chlorophenoxymethyl)oxazolidin-2-one). RXN SMILES: [Cl:1][C:2]1[CH:3]=[C:4]([CH:23]=[CH:24][CH:25]=1)[O:5][CH2:6][CH:7]([OH:22])[CH2:8][NH:9][C:10]([CH3:21])([CH3:20])[CH2:11][O:12][Si:13]([C:16]([CH3:19])([CH3:18])[CH3:17])([CH3:15])[CH3:14].CN(C)[CH:28]=[O:29]>>[Si:13]([O:12][CH2:11][C:10]([N:9]1[CH2:8][CH:7]([CH2:6][O:5][C:4]2[CH:23]=[CH:24][CH:25]=[C:2]([Cl:1])[CH:3]=2)[O:22][C:28]1=[O:29])([CH3:20])[CH3:21])([C:16]([CH3:17])([CH3:18])[CH3:19])([CH3:15])[CH3:14]. Procedure details: A procedure similar to that described in Preparation 11 was repeated, except that 5.13 g of 1-(3-chlorophenoxymethyl)-2-(2-t-butyldimethylsilyloxy-1,1-dimethylethylamino)ethanol (prepared as described in Preparation 105), 50 ml of anhydrous dimethylformamide and 2.59 g of N,N'-carbonyldiimidazole were used, to give 5.27 g of the title compound having an Rf value of 0.33 (on silica gel thin layer chromatography, using a 1:4 by volume mixture of ethyl acetate and hexane as the developing solvent). The reactants are COC(=O)c1ccc(S(=O)(=O)Cl)cc1, Cl, Cl, Nc1ncc(Cl)s1, c1ccncc1. The product is COC(=O)c1ccc(S(=O)(=O)Nc2ncc(Cl)s2)cc1. As a reaction SMILES: [Cl:1][S:2](=[O:3])(=[O:4])[c:5]1[cH:6][cH:7][c:8]([C:9](=[O:10])[O:11][CH3:12])[cH:13][cH:14]1.[ClH:15].[ClH:23].[NH2:16][c:17]1[s:18][c:19]([Cl:22])[cH:20][n:21]1.[cH:24]1[cH:25][cH:26][n:27][cH:28][cH:29]1>>[S:2](=[O:3])(=[O:4])([c:5]1[cH:6][cH:7][c:8]([C:9](=[O:10])[O:11][CH3:12])[cH:13][cH:14]1)[NH:16][c:17]1[s:18][c:19]([Cl:22])[cH:20][n:21]1. Reactants: COC1=C(C=O)C(=C(C(=C1C)C)OC)C (2,5-dimethoxy-3,4,6-trimethylbenzaldehyde), C(C=C)[Mg]Br (allyl magnesium bromide). Solvent: C1CCOC1 (THF). Conditions: time 0.25 hour. Yields the product COC1=C(C(=C(C(=C1C)C)OC)C)C(CC=C)O (1-(2,5-dimethoxy-3,4,6-trimethylphenyl)but-3-en-1-ol). As a reaction SMILES: [CH3:1][O:2][C:3]1[C:10]([CH3:11])=[C:9]([CH3:12])[C:8]([O:13][CH3:14])=[C:7]([CH3:15])[C:4]=1[CH:5]=[O:6].[CH2:16]([Mg]Br)[CH:17]=[CH2:18]>C1COCC1>[CH3:1][O:2][C:3]1[C:10]([CH3:11])=[C:9]([CH3:12])[C:8]([O:13][CH3:14])=[C:7]([CH3:15])[C:4]=1[CH:5]([OH:6])[CH2:18][CH:17]=[CH2:16]. Reported procedure: A stirred solution of 2,5-dimethoxy-3,4,6-trimethylbenzaldehyde (6.34 g) in 125 mL THF was cooled to 0° C. and treated with 34 mL 1.0 M allyl magnesium bromide (1.0 M in THF, 1.1 equiv.) slowly over 0.25 h via dropping funnel. The solution was stirred for and additional 0.25 h and quenched by the addition of 40 mL 1.0 M aqueous citric acid and stirring until the layers clarified. The layers were separated and the aqueous layer extracted 3×50 mL EtOAc. The combined organics were washed 2×25 mL sa... Starting materials: C(F)(F)(F)S(=O)(=O)[O-].C(F)(F)(F)S(=O)(=O)[O-].C(F)(F)(F)S(=O)(=O)[O-].[Yb+3] (Yb(OTf)3), CC1=NC(=NO1)C1=CC=C(C=C1)N (4-(5-methyl-[1,2,4]oxadiazol-3-yl)phenylamine), COC1=CC(=CC=2CCOC21)C=O (7-methoxy-2,3-dihydrobenzofuran-5-carbaldehyde), FC(C(=O)O)(F)F.C(N)(=N)C1=CC=C(C=C1)NC(C1=NN(C(N1)=O)C1=C(C(=O)O)C=CC=C1)C1=C(C=C(C(=C1)OC)OC)F (2-{3-[(4-carbamimidoylphenylamino)-(2-fluoro-4,5-dimethoxyphenyl)methyl]5-oxo-4,5-dihydro-[1,2,4]triazol-1-yl}benzoic Acid trifluoroacetate), C[Si](C)(C)C#N (trimethylsilyl cyanide). Run in C1CCOC1 (THF). Product: crude product, COC1=CC(=CC=2CCOC21)C(C#N)NC2=CC=C(C=C2)C2=NOC(=N2)C ((7-methoxy-2,3-dihydrobenzofuran-5-yl)-[4-(5-methyl-[1,2,4]oxadiazol-3-yl)phenylamino]acetonitrile). RXN SMILES: C(S([O-])(=O)=O)(F)(F)F.C(S([O-])(=O)=O)(F)(F)F.C(S([O-])(=O)=O)(F)(F)F.[Yb+3].[CH3:26][C:27]1[O:31][N:30]=[C:29]([C:32]2[CH:37]=[CH:36][C:35]([NH2:38])=[CH:34][CH:33]=2)[N:28]=1.[CH3:39][O:40][C:41]1[C:49]2[O:48][CH2:47][CH2:46][C:45]=2[CH:44]=[C:43]([CH:50]=O)[CH:42]=1.FC(F)(F)C(O)=O.[C:59](C1C=CC(NC(C2C=C(OC)C(OC)=CC=2F)C2NC(=O)N(C3C=CC=CC=3C(O)=O)N=2)=CC=1)(=N)[NH2:60].C[Si](C#N)(C)C>C1COCC1>[CH3:39][O:40][C:41]1[C:49]2[O:48][CH2:47][CH2:46][C:45]=2[CH:44]=[C:43]([CH:50]([NH:38][C:35]2[CH:36]=[CH:37][C:32]([C:29]3[N:28]=[C:27]([CH3:26])[O:31][N:30]=3)=[CH:33][CH:34]=2)[C:59]#[N:60])[CH:42]=1 |f:0.1.2.3,6.7|. Procedure details: To a solution of 426 mg of Yb(OTf)3 in 30 ml of THF there were added 1.2 g of 4-(5-methyl-[1,2,4]oxadiazol-3-yl)phenylamine, 1.22 g of 7-methoxy-2,3-dihydrobenzofuran-5-carbaldehyde [CAS No. 363185-46-0], 1g of MS3A and 1.9 ml of trimethylsilyl cyanide under a nitrogen atmosphere, and the mixture was stirred at room temperature. The reaction mixture was filtered through celite, and the celite was washed with 100 ml of ethyl acetate. The organic layer was concentrated under reduced pressure to gi...